This data is from the Open Reaction Database (ORD), a public repository of structured organic reaction records. The task is: describe an organic reaction: reactants, conditions, products, and yield Starting materials: C(#N)N=C(NCCSCC1=NSC(=N1)NC(=N)N)NC (3-[-2-(2-cyano-3-methylguanidino)ethylthiomethyl]-5-guanidino-1,2,4-thiadiazole), [OH-].[Na+] (sodium hydroxide). Run in Cl (hydrochloric acid). Product: C(N)(=O)N=C(NCCSCC1=NSC(=N1)NC(=N)N)NC (3-[2-(2-carbamoyl-3-methylguanidino)ethylthiomethyl]-5-guanidino-1,2,4-thiadiazole). Reaction SMILES: [C:1]([N:3]=[C:4]([NH:19][CH3:20])[NH:5][CH2:6][CH2:7][S:8][CH2:9][C:10]1[N:14]=[C:13]([NH:15][C:16]([NH2:18])=[NH:17])[S:12][N:11]=1)#[N:2].[OH-:21].[Na+]>Cl>[C:1]([N:3]=[C:4]([NH:19][CH3:20])[NH:5][CH2:6][CH2:7][S:8][CH2:9][C:10]1[N:14]=[C:13]([NH:15][C:16]([NH2:18])=[NH:17])[S:12][N:11]=1)(=[O:21])[NH2:2] |f:1.2|. Procedure: A mixture of 3-[-2-(2-cyano-3-methylguanidino)ethylthiomethyl]-5-guanidino-1,2,4-thiadiazole (0.2 g.) and 1 N hydrochloric acid (50 ml.) was heated under reflux for 30 minutes, cooled, neutralised with 1 N sodium hydroxide and extracted with ethyl acetate (6×25 ml.). The combined extracts were dried (MgSO4) and evaporated in vacuo to a white solid which was dissolved in ethanol (3 ml.) and added to a solution of oxalic acid (0.071 g.) in ethanol (2 ml.). The precipitated solid was filtered off, ...